This data is from the Open Reaction Database (ORD), a public repository of structured organic reaction records. The task is: describe an organic reaction: reactants, conditions, products, and yield The reactants are [O-]S(=O)(=O)C(F)(F)F (Triflate), [O-]S(=O)(=O)C(F)(F)F (triflate), O[C@@H]1C[C@](O[C@@H](C1)CC[C@@H](C=C)C)(OC)[C@H]1N(C(SC1)=O)CC1=CC=C(C=C1)OC ((R)-4-((2R,4S,6R)-4-hydroxy-2-methoxy-6-((S)-3-methylpent-4-enyl)-tetrahydro-2H-pyran-2-yl)-3-(4-methoxybenzyl)thiazolidin-2-one), O[C@@H]1C[C@](O[C@@H](C1)CCCC=C)(OC)[C@H]1N(C(SC1)=O)CC1=CC=C(C=C1)OC ((R)-4-((2R,4S,6R)-4-hydroxy-2-methoxy-6-(pent-4-enyl)-tetrahydro-2H-pyran-2-yl)-3-(4-methoxybenzyl)thiazolidin-2-one). Yields the product C/C(=C/C(=O)O[C@H]1C[C@@](O[C@@H](C1)CC[C@@H](C=C)C)([C@H]1N(C(SC1)=O)CC1=CC=C(C=C1)OC)OC)/CCC=C ((Z)-((2R,4R,6R)-2-Methoxy-2-((R)-3-(4-methoxybenzyl)-2-oxothiazolidin-4-yl)-6-((S)-3-methylpent-4-enyl)-tetrahydro-2H-pyran-4-yl) 3-Methylhepta-2,6-dienoate). Reaction SMILES: [O-]S([C:5](F)(F)F)(=O)=O.[OH:9][C@H:10]1[CH2:15][C@@H:14]([CH2:16][CH2:17][C@H:18]([CH3:21])[CH:19]=[CH2:20])[O:13][C@:12]([C@@H:24]2[CH2:28][S:27][C:26](=[O:29])[N:25]2[CH2:30][C:31]2[CH:36]=[CH:35][C:34]([O:37][CH3:38])=[CH:33][CH:32]=2)([O:22][CH3:23])[CH2:11]1.O[C@H:40]1[CH2:45][C@@H:44](CCCC=C)[O:43][C@:42]([C@@H:53]2[CH2:57]SC(=O)N2CC2C=CC(OC)=CC=2)(OC)[CH2:41]1>>[CH3:5]/[C:40](/[CH2:41][CH2:42][CH:53]=[CH2:57])=[CH:45]/[C:44]([O:9][C@@H:10]1[CH2:15][C@@H:14]([CH2:16][CH2:17][C@H:18]([CH3:21])[CH:19]=[CH2:20])[O:13][C@@:12]([O:22][CH3:23])([C@@H:24]2[CH2:28][S:27][C:26](=[O:29])[N:25]2[CH2:30][C:31]2[CH:36]=[CH:35][C:34]([O:37][CH3:38])=[CH:33][CH:32]=2)[CH2:11]1)=[O:43]. Reported procedure: Triflate formation using the method shown in Example 22, with the modification that (R)-4-((2R,4S,6R)-4-hydroxy-2-methoxy-6-((S)-3-methylpent-4-enyl)-tetrahydro-2H-pyran-2-yl)-3-(4-methoxybenzyl)thiazolidin-2-one was substituted for (R)-4-((2R,4S,6R)-4-hydroxy-2-methoxy-6-(pent-4-enyl)-tetrahydro-2H-pyran-2-yl)-3-(4-methoxybenzyl)thiazolidin-2-one, followed by triflate displacement using the method shown in Example 23, afforded the title compound. Reactants: FC(C(=O)O)(F)F (Trifluoroacetic acid), O(C1=CC=CC=C1)C1=CC=C(C=C1)N(CC(=O)N1C[C@H](CC1)NC(OC(C)(C)C)=O)C(\C=C\C1=CC=CC=C1)=O ([(S)-1-(2-{(4-phenoxyphenyl)-[(E)-(3-phenylacryloyl)]amino}acetyl)pyrrolidin-3-yl]carbamic acid, tert-butyl ester). Run in ClCCl (dichloromethane). Reaction conditions: time 30 minute. Product: N[C@@H]1CN(CC1)C(CN(C(\C=C\C1=CC=CC=C1)=O)C1=CC=C(C=C1)OC1=CC=CC=C1)=O ((E)-N-[2-((S)-3-Aminopyrrolidin-1-yl)-2-oxo-ethyl]-N-(4-phenoxyphenyl)-3-phenylacrylamide). The yield is 20.4%. RXN SMILES: FC(F)(F)C(O)=O.[O:8]([C:15]1[CH:20]=[CH:19][C:18]([N:21]([C:38](=[O:47])/[CH:39]=[CH:40]/[C:41]2[CH:46]=[CH:45][CH:44]=[CH:43][CH:42]=2)[CH2:22][C:23]([N:25]2[CH2:29][CH2:28][C@H:27]([NH:30]C(=O)OC(C)(C)C)[CH2:26]2)=[O:24])=[CH:17][CH:16]=1)[C:9]1[CH:14]=[CH:13][CH:12]=[CH:11][CH:10]=1>ClCCl>[NH2:30][C@H:27]1[CH2:28][CH2:29][N:25]([C:23](=[O:24])[CH2:22][N:21]([C:18]2[CH:17]=[CH:16][C:15]([O:8][C:9]3[CH:10]=[CH:11][CH:12]=[CH:13][CH:14]=3)=[CH:20][CH:19]=2)[C:38](=[O:47])/[CH:39]=[CH:40]/[C:41]2[CH:46]=[CH:45][CH:44]=[CH:43][CH:42]=2)[CH2:26]1. Procedure details: Trifluoroacetic acid (2 mL) was added to a solution of [(S)-1-(2-{(4-phenoxyphenyl)-[(E)-(3-phenylacryloyl)]amino}acetyl)pyrrolidin-3-yl]carbamic acid, tert-butyl ester 6 (60 mg) in dichloromethane (6 mL). The reaction mixture was stirred at room temperature for 30 min, and then concentrated in vacuo. The residue was dissolved in ethyl acetate, washed with 1M NaOH, (×2), brine, dried (Na2SO4) and evaporated to dryness. The resultant residue was purified by column chromatography on silica gel, el... The reactants are [N+](=O)([O-])C=1C(=NC=CC1)NC1=NC=CC=C1 ((3-nitro-pyridin-2-yl)-pyridin-2-yl-amine). The reagents and catalysts are [Pd] (palladium on carbon). Run in CCOC(=O)C (EtOAc). Conditions: temperature 20 celsius, time 16 hour. Product: N1=C(C=CC=C1)NC1=NC=CC=C1N (N2-Pyridin-2-yl-pyridine-2,3-diamine). Isolated yield 87.0%. As a reaction SMILES: [N+:1]([C:4]1[C:5]([NH:10][C:11]2[CH:16]=[CH:15][CH:14]=[CH:13][N:12]=2)=[N:6][CH:7]=[CH:8][CH:9]=1)([O-])=O>[Pd].CCOC(C)=O>[N:12]1[CH:13]=[CH:14][CH:15]=[CH:16][C:11]=1[NH:10][C:5]1[C:4]([NH2:1])=[CH:9][CH:8]=[CH:7][N:6]=1. Procedure details: A mixture of (3-nitro-pyridin-2-yl)-pyridin-2-yl-amine (0.84 g, 3.89 mmol) and 10% palladium on carbon (0.30 g) in EtOAc (20 mL) was stirred under an atmosphere of hydrogen at atmospheric pressure and 20° C. for 16 h. The catalyst was removed by filtration and the filtrate concentrated in vacuo to give the title compound as a green solid (0.63 g, 88%). LCMS (method H): Rt 1.87 min, [M+H]+ 187. Reactants: CCN=C=NCCCN(C)C (EDCI), C(C)OCC(=O)O (ethoxyacetic acid), Br.NC=1SC(=CN1)Br (2-amino-5-bromothiazole hydrobromide), C(C)(C)N(CC)C(C)C (diisopropylethylamine). Solvent: C(Cl)Cl (CH2Cl2), C(Cl)Cl (CH2Cl2). Conditions: time 1 hour. Yields the product BrC1=CN=C(S1)NC(COCC)=O (N-(5-Bromo-thiazol-2-yl)-2-ethoxy-acetamide). Isolated yield 70.2%. Reaction SMILES: CCN=C=NCCCN(C)C.[CH2:12]([O:14][CH2:15][C:16]([OH:18])=O)[CH3:13].Br.[NH2:20][C:21]1[S:22][C:23]([Br:26])=[CH:24][N:25]=1.C(N(C(C)C)CC)(C)C>C(Cl)Cl>[Br:26][C:23]1[S:22][C:21]([NH:20][C:16](=[O:18])[CH2:15][O:14][CH2:12][CH3:13])=[N:25][CH:24]=1 |f:2.3|. Reported procedure: EDCI (0.53 g, 2.78 mmol) was added to a solution of ethoxyacetic acid (0.29 g, 2.78 mmol) in CH2Cl2 (5 ml) under ice-cooling. After stirring for 1 h, a solution of 2-amino-5-bromothiazole hydrobromide (0.60 g, 2.31 mmol) and diisopropylethylamine (0.40 ml, 2.34 mmol) in CH2Cl2 (5 ml) was added dropwise, and the entire mixture was kept at 0° C. for 1 h, then at room temperature overnight. The solution was evaporated and the residue partitioned between ethyl acetate and water. The ethyl acetate la... Starting materials: [Al+3], O=C(O)c1cc(=O)c2c3c(ccc2o1)OCO3, [Cl-], [Cl-], [Cl-], ClCCl, Cl. Product: O=C(O)c1cc(=O)c2c(O)c(O)ccc2o1. As a reaction SMILES: [Al+3:19].[CH2:1]1[O:2][c:3]2[c:4]([cH:5][cH:6][c:7]3[c:8]2[c:9](=[O:16])[cH:10][c:11]([C:13](=[O:14])[OH:15])[o:12]3)[O:17]1.[Cl-:18].[Cl-:20].[Cl-:21].[Cl:23][CH2:24][Cl:25].[ClH:22]>>[OH:2][c:3]1[c:4]([OH:17])[cH:5][cH:6][c:7]2[c:8]1[c:9](=[O:16])[cH:10][c:11]([C:13](=[O:14])[OH:15])[o:12]2. Starting materials: CC(C)NC(=O)C(C=CC1=CC(=CC=C1)OC)=O (N-(1-methylethyl)-3-methoxycinnamoylcarboxamide), ClC1=CC(=CC=C1)C(=O)OO (m-chloroperbenzoic acid), S(C=1C(=CC(=C(C1)C(C)(C)C)O)C)C=1C(=CC(=C(C1)C(C)(C)C)O)C (4,4'-thiobis(6-tert-butyl-m-cresol)). The solvent is C(CCl)Cl (ethylene dichloride). The product is CC(C)NC(=O)C1OC1C1=CC(=CC=C1)OC (N-(1-Methylethyl)-3-(3-Methoxyphenyl)-2-Oxiranecarboxamide). Reaction SMILES: [CH3:1][CH:2]([NH:4][C:5]([C:7](=O)C=CC1C=CC=C(OC)C=1)=[O:6])[CH3:3].Cl[C:20]1[CH:25]=[CH:24][CH:23]=[C:22]([C:26]([O:28]O)=O)[CH:21]=1.S(C1C(C)=CC(O)=C(C(C)(C)C)C=1)C1C(C)=C[C:34]([OH:41])=C(C(C)(C)C)C=1>C(Cl)CCl>[CH3:1][CH:2]([NH:4][C:5]([CH:7]1[CH:26]([C:22]2[CH:23]=[CH:24][CH:25]=[C:20]([O:41][CH3:34])[CH:21]=2)[O:28]1)=[O:6])[CH3:3]. Reported procedure: This compound was prepared from N-(1-methylethyl)-3-methoxycinnamoylcarboxamide (43.9 g.), m-chloroperbenzoic acid (46 g.), 4,4'-thiobis(6-tert-butyl-m-cresol) (0.6 g.), and ethylene dichloride (500 ml.) as described in Example 7. The compound obtained as an oil was used directly in the subsequent reaction.